From a dataset of the Open Reaction Database (ORD), a public repository of structured organic reaction records. describe an organic reaction: reactants, conditions, products, and yield Reactants: C(C)C1=NNC2=CC=C(C=C12)\C=C(/C#N)\C(C)=O ((2E)-2-[(3-Ethyl-1H-indazol-5-yl)methylidene]-3-oxobutanenitrile), NC(=CC#N)C(F)(F)F (3-amino-4,4,4-trifluorobut-2-enenitrile). Solvent: C(C)O.CC(C)O (ethanol 2-propanol). Yields the product C(C)C1=NNC2=CC=C(C=C12)C1C(=C(NC(=C1C#N)C(F)(F)F)C)C#N (rac-4-(3-Ethyl-1H-indazol-5-yl)-2-methyl-6-(trifluoromethyl)-1,4-dihydropyridine-3,5-dicarbonitrile). Reaction SMILES: [CH2:1]([C:3]1[C:11]2[C:6](=[CH:7][CH:8]=[C:9](/[CH:12]=[C:13](/[C:16](=O)[CH3:17])\[C:14]#[N:15])[CH:10]=2)[NH:5][N:4]=1)[CH3:2].[NH2:19][C:20]([C:24]([F:27])([F:26])[F:25])=[CH:21][C:22]#[N:23]>C(O)C.CC(O)C>[CH2:1]([C:3]1[C:11]2[C:6](=[CH:7][CH:8]=[C:9]([CH:12]3[C:21]([C:22]#[N:23])=[C:20]([C:24]([F:27])([F:26])[F:25])[NH:19][C:16]([CH3:17])=[C:13]3[C:14]#[N:15])[CH:10]=2)[NH:5][N:4]=1)[CH3:2] |f:2.3|. Reported procedure: A suspension of 300 mg (1.25 mmol) (2E)-2-[(3-ethyl-1H-indazol-5-yl)methylidene]-3-oxobutanenitrile (Example 11A) and 853 mg (6.27 mmol) 3-amino-4,4,4-trifluorobut-2-enenitrile [preparation: A. W. Lutz, U.S. Pat. No. 3,635,977; C. G. Krespan, J. Org. Chem. 34, 42 (1969)] in ethanol/2-propanol (8:1 v/v, 1.0 ml) was stirred at reflux temperature for 24 h. After cooling, the reaction mixture was concentrated under reduced pressure, and the residue was purified by preparative RP-HPLC (acetonitrile/w... Reactants: C(C)OC(=O)[C@@H]1CC[C@@H](CC1)N1C=C(C2=C1N=CN=C2N)I (cis-4-(4-amino-5-iodopyrrolo[2,3-d]pyrimidin-7-yl)-cyclohexanecarboxylic acid ethyl ester), C1(=CC=CC=C1)C1=NC2=CC(=CC=C2C=C1)B1OC(C(O1)(C)C)(C)C (2-phenyl-7-(4,4,5,5-tetramethyl-[1,3,2]dioxaborolan-2-yl)-quinoline), C(=O)([O-])[O-].[Na+].[Na+] (Na2CO3), N#N (N2). The reagents and catalysts are C=1C=CC(=CC1)[P](C=2C=CC=CC2)(C=3C=CC=CC3)[Pd]([P](C=4C=CC=CC4)(C=5C=CC=CC5)C=6C=CC=CC6)([P](C=7C=CC=CC7)(C=8C=CC=CC8)C=9C=CC=CC9)[P](C=1C=CC=CC1)(C=1C=CC=CC1)C=1C=CC=CC1 (Pd(PPh3)4). Solvent: CN(C)C=O (DMF), O (H2O), O (H2O). Reaction conditions: temperature 80 celsius. Yields the product C(C)OC(=O)[C@@H]1CC[C@@H](CC1)N1C=C(C2=C1N=CN=C2N)C2=CC=C1C=CC(=NC1=C2)C2=CC=CC=C2 (cis-4-[4-amino-5-(2-phenylquinolin-7-yl)-pyrrolo[2,3-d]pyrimidin-7-yl]-cyclohexanecarboxylic acid ethyl ester). RXN SMILES: [CH2:1]([O:3][C:4]([C@H:6]1[CH2:11][CH2:10][C@@H:9]([N:12]2[C:16]3[N:17]=[CH:18][N:19]=[C:20]([NH2:21])[C:15]=3[C:14](I)=[CH:13]2)[CH2:8][CH2:7]1)=[O:5])[CH3:2].[C:23]1([C:29]2[CH:38]=[CH:37][C:36]3[C:31](=[CH:32][C:33](B4OC(C)(C)C(C)(C)O4)=[CH:34][CH:35]=3)[N:30]=2)[CH:28]=[CH:27][CH:26]=[CH:25][CH:24]=1.C([O-])([O-])=O.[Na+].[Na+].N#N>CN(C=O)C.C1C=CC([P]([Pd]([P](C2C=CC=CC=2)(C2C=CC=CC=2)C2C=CC=CC=2)([P](C2C=CC=CC=2)(C2C=CC=CC=2)C2C=CC=CC=2)[P](C2C=CC=CC=2)(C2C=CC=CC=2)C2C=CC=CC=2)(C2C=CC=CC=2)C2C=CC=CC=2)=CC=1.O>[CH2:1]([O:3][C:4]([C@H:6]1[CH2:11][CH2:10][C@@H:9]([N:12]2[C:16]3[N:17]=[CH:18][N:19]=[C:20]([NH2:21])[C:15]=3[C:14]([C:33]3[CH:32]=[C:31]4[C:36]([CH:37]=[CH:38][C:29]([C:23]5[CH:28]=[CH:27][CH:26]=[CH:25][CH:24]=5)=[N:30]4)=[CH:35][CH:34]=3)=[CH:13]2)[CH2:8][CH2:7]1)=[O:5])[CH3:2] |f:2.3.4,^1:64,66,85,104|. Procedure details: A solution of cis-4-(4-amino-5-iodopyrrolo[2,3-d]pyrimidin-7-yl)-cyclohexanecarboxylic acid ethyl ester (16.2 mg 0.0391 mmol), 2-phenyl-7-(4,4,5,5-tetramethyl-[1,3,2]dioxaborolan-2-yl)-quinoline (15.6 mg, 1.2 eq.), Pd(PPh3)4 (2.7 mg, 0.06 eq.) and Na2CO3 (10.4 mg, 2.5 eq.) in DMF (2.5 mL)/H2O (0.5 mL) was flushed with N2 for 30 min at rt and heated at 80° C. for 16 h under nitrogen. After that time, the reaction mixture was treated with H2O and extracted with EtOAc (3×10 mL). The combined extrac... The reactants are C1CCOC1, CCOC(C)=O, [Cl-], O=C(CCl)c1ccc(F)c([N+](=O)[O-])c1, [NH4+]. The product is O=[N+]([O-])c1cc(C2CO2)ccc1F. Reaction SMILES: [CH2:23]1[O:24][CH2:25][CH2:26][CH2:27]1.[CH3:17][CH2:18][O:19][C:20](=[O:21])[CH3:22].[Cl-:15].[Cl:1][CH2:2][C:3](=[O:4])[c:5]1[cH:6][c:7]([N+:12](=[O:13])[O-:14])[c:8]([F:11])[cH:9][cH:10]1.[NH4+:16]>>[CH2:2]1[CH:3]([c:5]2[cH:6][c:7]([N+:12](=[O:13])[O-:14])[c:8]([F:11])[cH:9][cH:10]2)[O:4]1.